From a dataset of the Open Reaction Database (ORD), a public repository of structured organic reaction records. describe an organic reaction: reactants, conditions, products, and yield Reactants: ClC1=CC(=C(C=C1)SCC(=O)OCC)SC1=C(C=C(C=C1)S(=O)(=O)CC)Cl (Ethyl [(4-chloro-2-{[2-chloro-4-(ethylsulfonyl)phenyl]thio}phenyl)thio]acetate), [OH-].[Na+] (sodium hydroxide). The solvent is CO (methanol), O (water). Run at time 1 hour. Product: ClC1=CC(=C(C=C1)SCC(=O)O)SC1=C(C=C(C=C1)S(=O)(=O)CC)Cl ([(4-Chloro-2-{[2-chloro-4-(ethylsulfonyl)phenyl]thio}phenyl)thio]acetic acid). As a reaction SMILES: [Cl:1][C:2]1[CH:7]=[CH:6][C:5]([S:8][CH2:9][C:10]([O:12]CC)=[O:11])=[C:4]([S:15][C:16]2[CH:21]=[CH:20][C:19]([S:22]([CH2:25][CH3:26])(=[O:24])=[O:23])=[CH:18][C:17]=2[Cl:27])[CH:3]=1.[OH-].[Na+]>CO.O>[Cl:1][C:2]1[CH:7]=[CH:6][C:5]([S:8][CH2:9][C:10]([OH:12])=[O:11])=[C:4]([S:15][C:16]2[CH:21]=[CH:20][C:19]([S:22]([CH2:25][CH3:26])(=[O:24])=[O:23])=[CH:18][C:17]=2[Cl:27])[CH:3]=1 |f:1.2|. Reported procedure: A mixture of the product from step (iv) (0.10 g), sodium hydroxide (0.018 g) in methanol (5 ml) and water (5 ml) was stirred at RT for 1 h. The mixture was partitioned between 2M hydrochloric acid/ethyl acetate, the organics separated, dried and evaporated under reduced pressure. The residue was purified by reverse phase HPLC. Yield 0.012 g The reactants are CCCC[Sn](Cl)(CCCC)CCCC, [Li]CCCC, C1CCOC1, c1cc(C2OCCO2)cs1. Product: CCCC[Sn](CCCC)(CCCC)c1sccc1C1OCCO1. RXN SMILES: [CH2:11]([CH2:12][CH2:13][CH3:14])[Sn:15]([CH2:16][CH2:17][CH2:18][CH3:19])([CH2:20][CH2:21][CH2:22][CH3:23])[Cl:24].[CH2:25]([Li:26])[CH2:27][CH2:28][CH3:29].[O:30]1[CH2:31][CH2:32][CH2:33][CH2:34]1.[s:1]1[cH:2][c:3]([CH:6]2[O:7][CH2:8][CH2:9][O:10]2)[cH:4][cH:5]1>>[s:1]1[c:2]([Sn:15]([CH2:11][CH2:12][CH2:13][CH3:14])([CH2:16][CH2:17][CH2:18][CH3:19])[CH2:20][CH2:21][CH2:22][CH3:23])[c:3]([CH:6]2[O:7][CH2:8][CH2:9][O:10]2)[cH:4][cH:5]1. Reactants: C1CCOC1, O=C=Nc1cccc(Cl)c1Cl, CC(C)(C)c1cc(C(=O)N2CCNC(=O)C2(C)C)c(N)[nH]1. The product is CC(C)(C)c1cc(C(=O)N2CCNC(=O)C2(C)C)c(NC(=O)Nc2cccc(Cl)c2Cl)[nH]1. RXN SMILES: [CH2:33]1[O:34][CH2:35][CH2:36][CH2:37]1.[Cl:22][c:23]1[c:24]([Cl:32])[c:25]([N:29]=[C:30]=[O:31])[cH:26][cH:27][cH:28]1.[NH2:1][c:2]1[nH:3][c:4]([C:18]([CH3:19])([CH3:20])[CH3:21])[cH:5][c:6]1[C:7](=[O:8])[N:9]1[C:10]([CH3:16])([CH3:17])[C:11](=[O:15])[NH:12][CH2:13][CH2:14]1>>[NH:1]([c:2]1[nH:3][c:4]([C:18]([CH3:19])([CH3:20])[CH3:21])[cH:5][c:6]1[C:7](=[O:8])[N:9]1[C:10]([CH3:16])([CH3:17])[C:11](=[O:15])[NH:12][CH2:13][CH2:14]1)[C:30]([NH:29][c:25]1[c:24]([Cl:32])[c:23]([Cl:22])[cH:28][cH:27][cH:26]1)=[O:31]. Reactants: C1(CCCCCC1)CO (cycloheptylmethanol), C(Br)(Br)(Br)Br (carbon tetrabromide). Product: BrCC1CCCCCC1 (1-(bromomethyl)cycloheptane). RXN SMILES: [CH:1]1([CH2:8]O)[CH2:7][CH2:6][CH2:5][CH2:4][CH2:3][CH2:2]1.C(Br)(Br)(Br)[Br:11]>>[Br:11][CH2:8][CH:1]1[CH2:7][CH2:6][CH2:5][CH2:4][CH2:3][CH2:2]1. Reported procedure: The subtitle compound was prepared by the method of Preparation 9 from cycloheptylmethanol and carbon tetrabromide. The crude product was purified by fractional distillation, b.pt. 115° C.-120° C. @ 30mmHg to afford 1-(bromomethyl)cycloheptane as an oil. Reactants: O=C([O-])[O-], CN(C)C=O, CCOC(C)=O, CCOC(=O)C(C)(C)c1cn2nc(CCCCCl)ccc2n1, [I-], [K+], [K+], [K+], c1ccc(C(c2ccccc2)N2CCNCC2)cc1. Product: CCOC(=O)C(C)(C)c1cn2nc(CCCCN3CCN(C(c4ccccc4)c4ccccc4)CC3)ccc2n1. As a reaction SMILES: [C:44](=[O:45])([O-:46])[O-:47].[CH3:50][N:51]([CH3:52])[CH:53]=[O:54].[CH3:55][CH2:56][O:57][C:58](=[O:59])[CH3:60].[Cl:1][CH2:2][CH2:3][CH2:4][CH2:5][c:6]1[cH:7][cH:8][c:9]2[n:10]([n:11]1)[cH:12][c:13]([C:15]([C:16](=[O:17])[O:18][CH2:19][CH3:20])([CH3:21])[CH3:22])[n:14]2.[I-:43].[K+:42].[K+:48].[K+:49].[c:23]1([CH:29]([N:30]2[CH2:31][CH2:32][NH:33][CH2:34][CH2:35]2)[c:36]2[cH:37][cH:38][cH:39][cH:40][cH:41]2)[cH:24][cH:25][cH:26][cH:27][cH:28]1>>[CH2:2]([CH2:3][CH2:4][CH2:5][c:6]1[cH:7][cH:8][c:9]2[n:10]([n:11]1)[cH:12][c:13]([C:15]([C:16](=[O:17])[O:18][CH2:19][CH3:20])([CH3:21])[CH3:22])[n:14]2)[N:33]1[CH2:32][CH2:31][N:30]([CH:29]([c:23]2[cH:24][cH:25][cH:26][cH:27][cH:28]2)[c:36]2[cH:37][cH:38][cH:39][cH:40][cH:41]2)[CH2:35][CH2:34]1. Reactants: C(#N)C1CN(CC1=O)C(=O)OC(C)(C)C (tert-butyl 3-cyano-4-oxopyrrolidine-1 carboxylate), Cl.NN (hydrazine hydrochloride), C(O)([O-])=O.[Na+] (sodium hydrogen carbonate). Solvent: C(C)O (ethanol). Conditions: temperature 0 celsius, time 3 hour. Product: NC1=C2C(=NN1)CN(C2)C(=O)OC(C)(C)C (tert-Butyl 3-amino-2,6-dihydropyrrolo[3,4-c]pyrazole-5(4H)-carboxylate). Reaction SMILES: [C:1]([CH:3]1[C:7](=O)[CH2:6][N:5]([C:9]([O:11][C:12]([CH3:15])([CH3:14])[CH3:13])=[O:10])[CH2:4]1)#[N:2].Cl.[NH2:17][NH2:18].C(=O)([O-])O.[Na+]>C(O)C>[NH2:2][C:1]1[NH:18][N:17]=[C:7]2[CH2:6][N:5]([C:9]([O:11][C:12]([CH3:15])([CH3:14])[CH3:13])=[O:10])[CH2:4][C:3]=12 |f:1.2,3.4|. Reported procedure: To a stirred solution of 1 g (4.76 mmol) of tert-butyl 3-cyano-4-oxopyrrolidine-1 carboxylate in ethanol (28 mL) was added 0.326 g (4.76 mmol) of hydrazine hydrochloride and the reaction mixture heated at ° C. for 3 h. The mixture was cooled to 0° C. and saturated aqueous sodium hydrogen carbonate (60 mL) added. The solvent was evaporated in vacuo and the aqueous phase extracted with ethyl acetate (10×10 mL). The combined organic fractions were dried (anhydrous sodium sulfate), filtered and the ... Starting materials: FC1=CC=C(C=C1)CC1=CN=C2C(=C(C(NC2=C1)=O)C(=O)OCC)O (ethyl 7-[(4-fluorophenyl)methyl]-4-hydroxy-2-oxo-1,2-dihydro-1,5-naphthyridine-3-carboxylate), C[C@@H](CN)O (S-(+)-1-amino-2-propanol). Yields the product FC1=CC=C(C=C1)CC1=CN=C2C(=C(C(NC2=C1)=O)C(=O)NC[C@H](C)O)O (7-[(4-Fluorophenyl)methyl]-4-hydroxy-N-[(2S)-2-hydroxypropyl]-2-oxo-1,2-dihydro-1,5-naphthyridine-3-carboxamide). RXN SMILES: [F:1][C:2]1[CH:7]=[CH:6][C:5]([CH2:8][C:9]2[CH:18]=[C:17]3[C:12]([C:13]([OH:25])=[C:14]([C:20](OCC)=[O:21])[C:15](=[O:19])[NH:16]3)=[N:11][CH:10]=2)=[CH:4][CH:3]=1.[CH3:26][C@H:27]([OH:30])[CH2:28][NH2:29]>>[F:1][C:2]1[CH:7]=[CH:6][C:5]([CH2:8][C:9]2[CH:18]=[C:17]3[C:12]([C:13]([OH:25])=[C:14]([C:20]([NH:29][CH2:28][C@@H:27]([OH:30])[CH3:26])=[O:21])[C:15](=[O:19])[NH:16]3)=[N:11][CH:10]=2)=[CH:4][CH:3]=1. Procedure details: This compound was prepared from ethyl 7-[(4-fluorophenyl)methyl]-4-hydroxy-2-oxo-1,2-dihydro-1,5-naphthyridine-3-carboxylate and S-(+)-1-amino-2-propanol employing methods similar to those described in Example 2 and was obtained as a white solid: 1H NMR (d6-DMSO) δ 11.82 (1H, br s), 10.35 (1H, br s), 8.50 (1H, s), 7.45 (1H, s), 7.31-7.27 (2H, m), 7.15 (2H, t, J=8.7 Hz), 4.93 (1H, d, J=4.2 Hz), 4.11 (2H, s), 3.80-3.75 (1H, m), 3.42-3.39 (1H, m), 3.20-3.14 (1H, m), 1.07 (3H, d, J=6.1 Hz); HRMS cal...